The task is: describe an organic reaction: reactants, conditions, products, and yield. This data is from the Open Reaction Database (ORD), a public repository of structured organic reaction records. Starting materials: CC(C)(C)OC(=O)N1C(CC2CC=CCOC2)COC1(C)C, CCO. Product: CC(C)(C)OC(=O)N1C(CC2CCCCOC2)COC1(C)C. Reaction SMILES: [CH3:1][C:2]1([CH3:22])[O:3][CH2:4][CH:5]([CH2:14][CH:15]2[CH2:16][O:17][CH2:18][CH:19]=[CH:20][CH2:21]2)[N:6]1[C:7](=[O:8])[O:9][C:10]([CH3:11])([CH3:12])[CH3:13].[CH3:23][CH2:24][OH:25]>>[CH3:1][C:2]1([CH3:22])[O:3][CH2:4][CH:5]([CH2:14][CH:15]2[CH2:16][O:17][CH2:18][CH2:19][CH2:20][CH2:21]2)[N:6]1[C:7](=[O:8])[O:9][C:10]([CH3:11])([CH3:12])[CH3:13]. The reactants are C(#N)C=1C=C2C=CC(=CC2=CC1)OS(=O)(=O)C1=CC=CC=C1 (benzenesulfonic acid 6-cyano-naphthalen-2-yl ester), C(CCCC#C)O (hex-5-yn-1-ol). Solvent: CCCCCCC.CCOC(=O)C (heptane EtOAc). The product is OCCCCC#CC=1C=C2C=CC(=CC2=CC1)C#N (6-(6-Hydroxy-hex-1-ynyl)-naphtalene-2-carbonitrile). As a reaction SMILES: [C:1]([C:3]1[CH:4]=[C:5]2[C:10](=[CH:11][CH:12]=1)[CH:9]=[C:8](OS(C1C=CC=CC=1)(=O)=O)[CH:7]=[CH:6]2)#[N:2].[CH2:23]([OH:29])[CH2:24][CH2:25][CH2:26][C:27]#[CH:28]>CCCCCCC.CCOC(C)=O>[OH:29][CH2:23][CH2:24][CH2:25][CH2:26][C:27]#[C:28][C:8]1[CH:9]=[C:10]2[C:5](=[CH:6][CH:7]=1)[CH:4]=[C:3]([C:1]#[N:2])[CH:12]=[CH:11]2 |f:2.3|. Procedure: This product was prepared from benzenesulfonic acid 6-cyano-naphthalen-2-yl ester and hex-5-yn-1-ol following the general procedure for the Sonogashira cross-coupling process described above. Chromatography eluent: heptane/EtOAc 6:4; yield (90 mg, 72%); 1H NMR δ (CDCl3): 8.2 (s, 1H), 7.93 (s, 1H), 7.88-7.76 (m, 2H), 7.65-7.52 (m, 2H), 3.73 (t, J=7.20 Hz, 2H), 2.50 (t, J=7.22 Hz, 2H), 1.87-1.68 (br m, 5H); LCMS m/z: 249. Product: ClC=1C=C(C(=NC1)OC1=CC(=CC=C1)C#N)C(=O)N[C@@H](C)C1=CC=C(C(=O)OC(C)(C)C)C=C1 (tert-Butyl 4-[(1S)-1-({[5-chloro-2-(3-cyanophenoxy)pyridin-3-yl]carbonyl}amino)ethyl]benzoate). Reaction SMILES: [Cl:1][C:2]1[CH:3]=[N:4][C:5]([O:11][C:12]2[CH:17]=[CH:16][CH:15]=[C:14]([C:18]#[N:19])[CH:13]=2)=[C:6]([CH:10]=1)[C:7]([OH:9])=O.[NH2:20][C@H:21]([C:23]1[CH:35]=[CH:34][C:26]([C:27]([O:29][C:30]([CH3:33])([CH3:32])[CH3:31])=[O:28])=[CH:25][CH:24]=1)[CH3:22]>>[Cl:1][C:2]1[CH:10]=[C:6]([C:7]([NH:20][C@H:21]([C:23]2[CH:35]=[CH:34][C:26]([C:27]([O:29][C:30]([CH3:32])([CH3:31])[CH3:33])=[O:28])=[CH:25][CH:24]=2)[CH3:22])=[O:9])[C:5]([O:11][C:12]2[CH:17]=[CH:16][CH:15]=[C:14]([C:18]#[N:19])[CH:13]=2)=[N:4][CH:3]=1. Procedure: The title compound was prepared according to the procedure described in step 3 of Example 1 from 5-chloro-2-(3-cyanophenoxy)nicotinic acid (step 1) and tert-butyl 4-[(1S)-1-aminoethyl]benzoate (step 3 of Example 44): 1H-NMR (CDCl3) δ 8.56 (1H, d, J=2.7 Hz), 8.13 (1H, d, J=2.7 Hz), 7.98–7.95 (2H, m), 7.89–7.86 (1H, m), 7.64–7.38 (6H, m), 5.42–5.31 (1H, m), 1.61–1.58 (12H, m); MS (ESI) m/z 476 (M−H)−. Reactants: ClC=1C=NC(=C(C(=O)O)C1)OC1=CC(=CC=C1)C#N (5-Chloro-2-(3-cyanophenoxy)nicotinic acid), N[C@@H](C)C1=CC=C(C(=O)OC(C)(C)C)C=C1 (tert-Butyl 4-[(1S)-1-aminoethyl]benzoate).